This data is from the Open Reaction Database (ORD), a public repository of structured organic reaction records. The task is: describe an organic reaction: reactants, conditions, products, and yield The reactants are CC=1NC(=C(C(C1C(=O)OCCO)C1=C(C=CC=C1)[N+](=O)[O-])C(=O)OCC)C(OCC)OCC (2-hydroxyethyl 2-methyl-4-(2-nitrophenyl)-5-ethoxycarbonyl-6-diethoxymethyl-1,4-dihydropyridine-3-carboxylate), Cl (hydrochloric acid). Run in CC(=O)C (acetone). Product: CC=1NC(=C(C(C1C(=O)OCCO)C1=C(C=CC=C1)[N+](=O)[O-])C(=O)OCC)C=O (2-hydroxyethyl 2-methyl-4-(2-nitrophenyl)-5-ethoxycarbonyl-6-formyl-1,4-dihydropyridine-3-carboxylate). Isolated yield 99.4%. As a reaction SMILES: [CH3:1][C:2]1[NH:3][C:4]([CH:28](OCC)[O:29]CC)=[C:5]([C:23]([O:25][CH2:26][CH3:27])=[O:24])[CH:6]([C:14]2[CH:19]=[CH:18][CH:17]=[CH:16][C:15]=2[N+:20]([O-:22])=[O:21])[C:7]=1[C:8]([O:10][CH2:11][CH2:12][OH:13])=[O:9].Cl>CC(C)=O>[CH3:1][C:2]1[NH:3][C:4]([CH:28]=[O:29])=[C:5]([C:23]([O:25][CH2:26][CH3:27])=[O:24])[CH:6]([C:14]2[CH:19]=[CH:18][CH:17]=[CH:16][C:15]=2[N+:20]([O-:22])=[O:21])[C:7]=1[C:8]([O:10][CH2:11][CH2:12][OH:13])=[O:9]. Procedure: To a solution of 2-hydroxyethyl 2-methyl-4-(2-nitrophenyl)-5-ethoxycarbonyl-6-diethoxymethyl-1,4-dihydropyridine-3-carboxylate (2.5 g) in acetone (30 ml) was added 6N hydrochloric acid (1 ml) and treated in a substantially similar manner to those of Example 2(6) to give a viscous oil (2.10 g) of 2-hydroxyethyl 2-methyl-4-(2-nitrophenyl)-5-ethoxycarbonyl-6-formyl-1,4-dihydropyridine-3-carboxylate.